describe an organic reaction: reactants, conditions, products, and yield From a dataset of the Open Reaction Database (ORD), a public repository of structured organic reaction records. Starting materials: Cl (HCl), C(C)C(CC)C1=CC(=CC(=N1)C(=O)O)C (6-(1-ethyl-propyl)-4-methyl-pyridine-2-carboxylic acid), CC1(OC[C@H](O1)COC1=C(C=C(C(=N)NO)C=C1C)CC)C ((R)-4-(2,2-dimethyl-[1,3]dioxolan-4-ylmethoxy)-3-ethyl-N-hydroxy-5-methyl-benzamidine). Solvent: O1CCOCC1 (dioxane). Product: CC1(OC[C@H](O1)COC1=C(C=C(C=C1C)C1=NOC(=N1)C1=NC(=CC(=C1)C)C(CC)CC)CC)C (2-{(R)-3-[4-(2,2-Dimethyl-[1,3]dioxolan-4-ylmethoxy)-3-ethyl-5-methyl-phenyl]-[1,2,4]oxadiazol-5-yl}-6-(1-ethyl-propyl)-4-methyl-pyridine), C(C)C1=C(OC[C@H](CO)O)C(=CC(=C1)C1=NOC(=N1)C1=NC(=CC(=C1)C)C(CC)CC)C ((S)-3-(2-Ethyl-4-{5-[6-(1-ethyl-propyl)-4-methyl-pyridin-2-yl]-[1,2,4]oxadiazol-3-yl}-6-methyl-phenoxy)-propane-1,2-diol). As a reaction SMILES: [CH2:1]([CH:3]([C:6]1[N:11]=[C:10]([C:12]([OH:14])=O)[CH:9]=[C:8]([CH3:15])[CH:7]=1)[CH2:4][CH3:5])[CH3:2].[CH3:16][C:17]1([CH3:37])[O:21][C@H:20]([CH2:22][O:23][C:24]2[C:33]([CH3:34])=[CH:32][C:27]([C:28]([NH:30][OH:31])=[NH:29])=[CH:26][C:25]=2[CH2:35][CH3:36])[CH2:19][O:18]1.Cl>O1CCOCC1>[CH3:16][C:17]1([CH3:37])[O:21][C@H:20]([CH2:22][O:23][C:24]2[C:33]([CH3:34])=[CH:32][C:27]([C:28]3[N:30]=[C:12]([C:10]4[CH:9]=[C:8]([CH3:15])[CH:7]=[C:6]([CH:3]([CH2:1][CH3:2])[CH2:4][CH3:5])[N:11]=4)[O:14][N:29]=3)=[CH:26][C:25]=2[CH2:35][CH3:36])[CH2:19][O:18]1.[CH2:35]([C:25]1[CH:26]=[C:27]([C:28]2[N:29]=[C:12]([C:10]3[CH:9]=[C:8]([CH3:15])[CH:7]=[C:6]([CH:3]([CH2:4][CH3:5])[CH2:1][CH3:2])[N:11]=3)[O:31][N:30]=2)[CH:32]=[C:33]([CH3:34])[C:24]=1[O:23][CH2:22][C@@H:20]([OH:21])[CH2:19][OH:18])[CH3:36]. Reported procedure: 2-{(R)-3-[4-(2,2-Dimethyl-[1,3]dioxolan-4-ylmethoxy)-3-ethyl-5-methyl-phenyl]-[1,2,4]oxadiazol-5-yl}-6-(1-ethyl-propyl)-4-methyl-pyridine (42 mg) is prepared by coupling and cyclizing 6-(1-ethyl-propyl)-4-methyl-pyridine-2-carboxylic acid (67 mg, 323 μmol) with (R)-4-(2,2-dimethyl-[1,3]dioxolan-4-ylmethoxy)-3-ethyl-N-hydroxy-5-methyl-benzamidine (130 mg, 420 μmol) as described in Example 1. This material is dissolved in dioxane (5 mL) and 2 M aq. HCl (1 mL) and the mixture is stirred at rt for 1... Reactants: BrC1=C(C(=O)O)C=C(C=C1)OC (2-bromo-5-methoxybenzoic acid), C(CCC)[Li] (n-butyllithium), COCC(=O)N(C)OC (2,N-dimethoxy-N-methylacetamide). Yields the product COC=1C=CC(=C(C(=O)O)C1)C(COC)=O (5-methoxy-2-(methoxyacetyl)benzoic acid). As a reaction SMILES: Br[C:2]1[CH:10]=[CH:9][C:8]([O:11][CH3:12])=[CH:7][C:3]=1[C:4]([OH:6])=[O:5].C([Li])CCC.[CH3:18][O:19][CH2:20][C:21](N(OC)C)=[O:22]>>[CH3:12][O:11][C:8]1[CH:9]=[CH:10][C:2]([C:21](=[O:22])[CH2:20][O:19][CH3:18])=[C:3]([CH:7]=1)[C:4]([OH:6])=[O:5]. Reported procedure: This compound is synthesized according to the method described in 3.2. by reacting 2-bromo-5-methoxybenzoic acid pretreated with n-butyllithium with 2,N-dimethoxy-N-methylacetamide. It is used in crude form in the following reaction. Reactants: C(C)OC(=O)C=1C=CC2=C(N=C(S2)C=2C(=NNC2N)C)C1 (2-(5-amino-3-methyl-1H-pyrazol-4-yl)-benzothiazole-5-carboxylic acid ethyl ester), [H-].[Al+3].[Li+].[H-].[H-].[H-] (lithium aluminum hydride), O.O.O.O.O.O.O.O.O.S(=O)(=O)([O-])[O-].[Na+].[Na+] (sodium sulfate nonahydrate). Run in C1CCOC1 (THF). Run at time 30 minute. Yields the product NC1=C(C(=NN1)C)C=1SC2=C(N1)C=C(C=C2)CO ([2-(5-Amino-3-methyl-1H-pyrazol-4-yl)benzothiazol-5-yl]-methanol). Isolated yield 81.3%. RXN SMILES: C([O:3][C:4]([C:6]1[CH:7]=[CH:8][C:9]2[S:13][C:12]([C:14]3[C:15]([CH3:20])=[N:16][NH:17][C:18]=3[NH2:19])=[N:11][C:10]=2[CH:21]=1)=O)C.[H-].[Al+3].[Li+].[H-].[H-].[H-].O.O.O.O.O.O.O.O.O.S([O-])([O-])(=O)=O.[Na+].[Na+]>C1COCC1>[NH2:19][C:18]1[NH:17][N:16]=[C:15]([CH3:20])[C:14]=1[C:12]1[S:13][C:9]2[CH:8]=[CH:7][C:6]([CH2:4][OH:3])=[CH:21][C:10]=2[N:11]=1 |f:1.2.3.4.5.6,7.8.9.10.11.12.13.14.15.16.17.18|. Procedure details: To a solution of 2-(5-amino-3-methyl-1H-pyrazol-4-yl)-benzothiazole-5-carboxylic acid ethyl ester (30 mg) in THF (1 mL) was added lithium aluminum hydride (4 mg). The reaction mixture was stirred at room temperature for 5 hrs at which point sodium sulfate nonahydrate was added. The resulting mixture was stirred for an additional 30 min. The solids were removed by filtration. The solvent was then evaporated and the residue was purified by flash column chromatography eluting with CHCl3:MeOH=9:1 to... The reactants are C(C)OC(=O)C=1N=NC(=CC1NC1=NC(=CC=C1)C)Cl (6-Chloro-4-(6-methyl-pyridin-2-ylamino)-pyridazine-3-carboxylic acid ethyl ester), N (ammonia). Solvent: CO (methanol). Conditions: time 4 hour. Yields the product ClC1=CC(=C(N=N1)C(=O)N)NC1=NC(=CC=C1)C (6-chloro-4-(6-methyl-pyridin-2-ylamino)-pyridazine-3-carboxylic acid amide). Isolated yield 100.0%. As a reaction SMILES: C([O:3][C:4]([C:6]1[N:7]=[N:8][C:9]([Cl:20])=[CH:10][C:11]=1[NH:12][C:13]1[CH:18]=[CH:17][CH:16]=[C:15]([CH3:19])[N:14]=1)=O)C.[NH3:21]>CO>[Cl:20][C:9]1[N:8]=[N:7][C:6]([C:4]([NH2:21])=[O:3])=[C:11]([NH:12][C:13]2[CH:18]=[CH:17][CH:16]=[C:15]([CH3:19])[N:14]=2)[CH:10]=1. Procedure details: 6-Chloro-4-(6-methyl-pyridin-2-ylamino)-pyridazine-3-carboxylic acid ethyl ester (137 mg, 0.468 mmol) was suspended in 7M ammonia in methanol (3 mL). After 4 h, the reaction mixture was concentrated in vacuo to give 6-chloro-4-(6-methyl-pyridin-2-ylamino)-pyridazine-3-carboxylic acid amide (123 mg, 100%) as an off-white solid which was used directly in the next step without purification. LCMS (EI/CI) m/z: 264 [M+H]. The reactants are ClC1=C2C(=NO1)C1=CC(=CC=C1CC2)OC (3-chloro-8-methoxy-4,5-dihydronaphth[1,2-c]isoxazole), N1CCNCC1 (piperazine), C(=O)([O-])[O-].[K+].[K+] (K2CO3). The solvent is CN1C(CCC1)=O (N-methylpyrrolidinone), C(Cl)Cl (CH2Cl2), C(Cl)(Cl)Cl (CHCl3), CO (CH3OH), C(Cl)Cl (CH2Cl2). Conditions: time 20 minute. The product is N1(CCNCC1)C1=C2C(=NO1)C1=CC(=CC=C1CC2)OC (3-(1-Piperazinyl)-8-methoxy-4,5-dihydronaphth[1,2-c]isoxazole). As a reaction SMILES: Cl[C:2]1[O:6][N:5]=[C:4]2[C:7]3[C:12]([CH2:13][CH2:14][C:3]=12)=[CH:11][CH:10]=[C:9]([O:15][CH3:16])[CH:8]=3.[NH:17]1[CH2:22][CH2:21][NH:20][CH2:19][CH2:18]1.C([O-])([O-])=O.[K+].[K+]>CN1CCCC1=O.C(Cl)(Cl)Cl.C(Cl)Cl.CO>[N:17]1([C:2]2[O:6][N:5]=[C:4]3[C:7]4[C:12]([CH2:13][CH2:14][C:3]=23)=[CH:11][CH:10]=[C:9]([O:15][CH3:16])[CH:8]=4)[CH2:22][CH2:21][NH:20][CH2:19][CH2:18]1 |f:2.3.4|. Procedure: A stirred mixture of 3-chloro-8-methoxy-4,5-dihydronaphth[1,2-c]isoxazole (2.0 g, 8.51 mmol), piperazine (7.0 g, 80.6 mmol) and K2CO3 (2.4 g, 17.1 mmol) in 8.0 ml of N-methylpyrrolidinone under N2 was lowered into an oil bath preheated to 150° C. The mixture was heated while stirring under N2 for 20 minutes. At that time TLC [CH2Cl2 ] showed no starting material remained. The mixture was removed from the heating bath and allowed to cool to room temperature. Upon dilution of the reaction mixture ...